This data is from the Open Reaction Database (ORD), a public repository of structured organic reaction records. The task is: describe an organic reaction: reactants, conditions, products, and yield The solvent is C(C)(=O)O (acetic acid). Reagents/catalysts: [Pd] (palladium on carbon). Starting materials: OC=1C=C(C=CC1OCC1=CC=CC=C1)C#CC1(OC2=C(CC1)C(=C(C(=C2C)C)O)C)C (rac-3,4-dihydro-2-{[3-hydroxy-4-(phenylmethoxy)phenyl]ethynyl}-2,5,7,8-tetramethyl-2H-1-benzopyran-6-ol), C(C)O (ethanol). Conditions: time 4.5 hour. Reaction SMILES: [OH:1][C:2]1[CH:3]=[C:4]([C:16]#[C:17][C:18]2([CH3:32])[CH2:23][CH2:22][C:21]3[C:24]([CH3:31])=[C:25]([OH:30])[C:26]([CH3:29])=[C:27]([CH3:28])[C:20]=3[O:19]2)[CH:5]=[CH:6][C:7]=1[O:8]CC1C=CC=CC=1.C(O)C>[Pd].C(O)(=O)C>[OH:30][C:25]1[C:26]([CH3:29])=[C:27]([CH3:28])[C:20]2[O:19][C:18]([CH2:17][CH2:16][C:4]3[CH:3]=[C:2]([OH:1])[C:7]([OH:8])=[CH:6][CH:5]=3)([CH3:32])[CH2:23][CH2:22][C:21]=2[C:24]=1[CH3:31]. Procedure: A mixture of 1 g of rac-3,4-dihydro-2-{[3-hydroxy-4-(phenylmethoxy)phenyl]ethynyl}-2,5,7,8-tetramethyl-2H-1-benzopyran-6-ol, 0.5 g of 5% palladium on carbon, 100 ml of ethanol and 10 ml of glacial acetic acid was hydrogenated at atmospheric pressure for 4.5 hours. The catalyst was filtered off and the filtrate was evaporated. The residue was partitioned between methylene chloride and saturated sodium bicarbonate solution. The organic layer was dried and evaporated and the residue was crystallize... The product is OC=1C(=C(C2=C(CCC(O2)(C)CCC=2C=C(C(=CC2)O)O)C1C)C)C (rac-4-[2-(3,4-Dihydro-6-hydroxy-2,5,7,8-tetramethyl-2H-1-benzopyran-2-yl)ethyl]-1,2-benzenediol). Yield: 62.6%. The reactants are [OH-].[Na+] (sodium hydroxide), C(C)(C)(C)OC(=O)N(C1=CC=C(C(=C1C(=O)OC)OS(=O)(=O)C1=CC=C(C=C1)C)C1=C(OC=C1)CO)C(=O)OC(C)(C)C (methyl 6-[bis-(tert-butoxycarbonyl)amino]-3-(2-hydroxymethylfuran-3-yl)-2-(4-methylbenzene-sulfonyloxy)benzoate), C(C)(C)(C)OC(=O)N(C1=CC=C(C(=C1C(=O)OC)OS(=O)(=O)C1=CC=C(C=C1)C)C1=C(OC=C1)CO)C(=O)OC(C)(C)C (methyl 6-[bis-(tert-butoxycarbonyl)amino]-3-(2-hydroxymethylfuran-3-yl)-2-(4-methylbenzene-sulfonyloxy)benzoate). Solvent: CO (methanol). Reaction conditions: temperature 45 celsius. Product: C(C)(C)(C)OC(=O)N(C1=CC=C(C(=C1C(=O)OC)O)C1=C(OC=C1)CO)C(=O)OC(C)(C)C (methyl 6-[bis-(tert-butoxycarbonyl)amino]-2-hydroxy-3-(2-hydroxymethylfuran-3-yl)benzoate). Yield: 92.4%. As a reaction SMILES: [OH-].[Na+].[C:3]([O:7][C:8]([N:10]([C:39]([O:41][C:42]([CH3:45])([CH3:44])[CH3:43])=[O:40])[C:11]1[C:16]([C:17]([O:19][CH3:20])=[O:18])=[C:15]([O:21]S(C2C=CC(C)=CC=2)(=O)=O)[C:14]([C:32]2[CH:36]=[CH:35][O:34][C:33]=2[CH2:37][OH:38])=[CH:13][CH:12]=1)=[O:9])([CH3:6])([CH3:5])[CH3:4]>CO>[C:42]([O:41][C:39]([N:10]([C:8]([O:7][C:3]([CH3:6])([CH3:5])[CH3:4])=[O:9])[C:11]1[C:16]([C:17]([O:19][CH3:20])=[O:18])=[C:15]([OH:21])[C:14]([C:32]2[CH:36]=[CH:35][O:34][C:33]=2[CH2:37][OH:38])=[CH:13][CH:12]=1)=[O:40])([CH3:44])([CH3:45])[CH3:43] |f:0.1|. Procedure details: 1M aqueous sodium hydroxide (50 mL) was added to a solution of methyl 6-[bis-(tert-butoxycarbonyl)amino]-3-(2-hydroxymethylfuran-3-yl)-2-(4-methylbenzene-sulfonyloxy)benzoate (Intermediate 5, 3.82 g) in methanol (100 mL) and the mixture was stirred and heated at 45° C. for 1.5 hours. The mixture was evaporated to dryness and the residue was dissolved in ethyl acetate and acidified with acetic acid. The organic layer was separated, dried (Na2SO4) and filtered. The filtrate was evaporated to dryne...